This data is from the Open Reaction Database (ORD), a public repository of structured organic reaction records. The task is: describe an organic reaction: reactants, conditions, products, and yield Reactants: COC(C1=C(C=C(C=C1OC)C=O)OC)=O (2,6-dimethoxy-4-formyl-benzoic acid methyl ester), C(C)OC(CC#N)=O (cyanoacetic acid ethyl ester). Reagents/catalysts: N1CCCCC1 (piperidine). Reaction conditions: temperature 120 celsius. The product is C(C)OC(C(=CC1=CC(=C(C(=C1)OC)C(=O)OC)OC)C#N)=O (α-cyano-3,5-dimethoxy-4-methoxycarbonyl-cinnamic acid ethyl ester). Reaction SMILES: [CH3:1][O:2][C:3](=[O:16])[C:4]1[C:9]([O:10][CH3:11])=[CH:8][C:7]([CH:12]=O)=[CH:6][C:5]=1[O:14][CH3:15].[CH2:17]([O:19][C:20](=[O:24])[CH2:21][C:22]#[N:23])[CH3:18]>N1CCCCC1>[CH2:17]([O:19][C:20](=[O:24])[C:21]([C:22]#[N:23])=[CH:12][C:7]1[CH:8]=[C:9]([O:10][CH3:11])[C:4]([C:3]([O:2][CH3:1])=[O:16])=[C:5]([O:14][CH3:15])[CH:6]=1)[CH3:18]. Procedure: A mixture of 11.2 g. of 2,6-dimethoxy-4-formyl-benzoic acid methyl ester, 6.3 g. of cyanoacetic acid ethyl ester and three drops of piperidine was heated in an open vessel with stirring to 120°C. and stirred at this temperature for an additional 15 minutes. The residue was recrystallized from ethyl acetate and yielded α-cyano-3,5-dimethoxy-4-methoxycarbonyl-cinnamic acid ethyl ester, having a m.p. of 142°-144°C. Reactants: CC(C)(C)OC(=O)Nc1ccccc1B(O)O, ClCCl, COC(=O)c1ccc(CBr)cc1C(=O)OC, COCCOC, [Na+], [Na+], O=C([O-])[O-], O, [Pd], c1ccc(P(c2ccccc2)c2ccccc2)cc1, c1ccc(P(c2ccccc2)c2ccccc2)cc1, c1ccc(P(c2ccccc2)c2ccccc2)cc1, c1ccc(P(c2ccccc2)c2ccccc2)cc1. The product is COC(=O)c1ccc(Cc2ccccc2NC(=O)OC(C)(C)C)cc1C(=O)OC. Reaction SMILES: [C:17]([CH3:18])([CH3:19])([CH3:20])[O:21][C:22](=[O:23])[NH:24][c:25]1[c:26]([B:31]([OH:32])[OH:33])[cH:27][cH:28][cH:29][cH:30]1.[CH2:123]([Cl:124])[Cl:125].[CH3:1][O:2][C:3]([c:4]1[c:5]([C:6](=[O:7])[O:8][CH3:9])[cH:10][c:11]([CH2:14][Br:15])[cH:12][cH:13]1)=[O:16].[CH3:40][O:41][CH2:42][CH2:43][O:44][CH3:45].[Na+:34].[Na+:35].[O-:36][C:37](=[O:38])[O-:39].[OH2:126].[Pd:46].[c:104]1([P:105]([c:106]2[cH:107][cH:108][cH:109][cH:110][cH:111]2)[c:112]2[cH:113][cH:114][cH:115][cH:116][cH:117]2)[cH:118][cH:119][cH:120][cH:121][cH:122]1.[c:47]1([P:48]([c:49]2[cH:50][cH:51][cH:52][cH:53][cH:54]2)[c:55]2[cH:56][cH:57][cH:58][cH:59][cH:60]2)[cH:61][cH:62][cH:63][cH:64][cH:65]1.[c:66]1([P:67]([c:68]2[cH:69][cH:70][cH:71][cH:72][cH:73]2)[c:74]2[cH:75][cH:76][cH:77][cH:78][cH:79]2)[cH:80][cH:81][cH:82][cH:83][cH:84]1.[c:85]1([P:86]([c:87]2[cH:88][cH:89][cH:90][cH:91][cH:92]2)[c:93]2[cH:94][cH:95][cH:96][cH:97][cH:98]2)[cH:99][cH:100][cH:101][cH:102][cH:103]1>>[CH3:1][O:2][C:3]([c:4]1[c:5]([C:6](=[O:7])[O:8][CH3:9])[cH:10][c:11]([CH2:14][c:26]2[c:25]([NH:24][C:22]([O:21][C:17]([CH3:18])([CH3:19])[CH3:20])=[O:23])[cH:30][cH:29][cH:28][cH:27]2)[cH:12][cH:13]1)=[O:16]. Reactants: CCCC(=O)Cl, [Ca+2], Cc1ccc(N)c(O)c1, O=C([O-])[O-], C1COCCO1. Product: CCCC(=O)Nc1ccc(C)cc1O. Reaction SMILES: [C:15]([CH2:16][CH2:17][CH3:18])(=[O:19])[Cl:20].[Ca+2:10].[NH2:1][c:2]1[cH:3][cH:4][c:5]([CH3:9])[cH:6][c:7]1[OH:8].[O-:11][C:12](=[O:13])[O-:14].[O:21]1[CH2:22][CH2:23][O:24][CH2:25][CH2:26]1>>[NH:1]([c:2]1[cH:3][cH:4][c:5]([CH3:9])[cH:6][c:7]1[OH:8])[C:15]([CH2:16][CH2:17][CH3:18])=[O:19]. Procedure: To a solution of 3-butene-ol (1.08 mL, 12.53 mmol) in THF (30 mL) at 0° C. was added NaH (60%, 592 mg, 14.81 mmol). The mixture was stirred for 30 minutes, and 4-chloro-1-fluoro-2-nitrobenzene (2 g, 11.39 mmol) in THF (5 mL) was added dropwise. The reaction mixture was further stirred at 0° C. for 2 hours, poured into ice-water and extracted with ethyl acetate. The organic layer was dried over MgSO4 and concentrated to give the desired product (2.5 g, 97%). MS (DCI/NH3) m/z: 244.95 (M+H)+; 1H NM... RXN SMILES: [CH2:1]([OH:5])[CH2:2][CH:3]=[CH2:4].[H-].[Na+].[Cl:8][C:9]1[CH:14]=[CH:13][C:12](F)=[C:11]([N+:16]([O-:18])=[O:17])[CH:10]=1>C1COCC1>[CH2:1]([O:5][C:12]1[CH:13]=[CH:14][C:9]([Cl:8])=[CH:10][C:11]=1[N+:16]([O-:18])=[O:17])[CH2:2][CH:3]=[CH2:4] |f:1.2|. Run in C1CCOC1 (THF), C1CCOC1 (THF). The yield is 96.4%. Yields the product C(CC=C)OC1=C(C=C(C=C1)Cl)[N+](=O)[O-] (1-(but-3-enyloxy)-4-chloro-2-nitrobenzene). Run at time 30 minute. Reactants: C(CC=C)O (3-butene-ol), [H-].[Na+] (NaH), ClC1=CC(=C(C=C1)F)[N+](=O)[O-] (4-chloro-1-fluoro-2-nitrobenzene), ice water. Starting materials: COC(=O)C=1N=C(SC1)CNC(=O)OC(C)(C)C (2-(tert-Butoxycarbonylamino-methyl)-thiazole-4-carboxylic acid methyl ester), Cl (HCl). Solvent: CO (methanol), O1CCOCC1 (dioxane). Conditions: time 12 hour. The product is COC(=O)C=1N=C(SC1)CN (2-Aminomethyl-thiazole-4-carboxylic acid methyl ester). Isolated yield 71.5%. Reaction SMILES: [CH3:1][O:2][C:3]([C:5]1[N:6]=[C:7]([CH2:10][NH:11]C(OC(C)(C)C)=O)[S:8][CH:9]=1)=[O:4].Cl>CO.O1CCOCC1>[CH3:1][O:2][C:3]([C:5]1[N:6]=[C:7]([CH2:10][NH2:11])[S:8][CH:9]=1)=[O:4]. Procedure details: 2-(tert-Butoxycarbonylamino-methyl)-thiazole-4-carboxylic acid methyl ester (1.1 g, 3.9 mmol) was dissolved in methanol (15 mL). HCl in dioxane (4 M, 5 mL) was added. The mixture was stirred for 12 hours. The mixture was concentrated in vacuo, re-dissolved in methanol, and stirred with Bio-RAD AG 1-X8 resin (4 g, 20-50 mesh, hydroxide form, pre-washed with methanol and air dried) for 35 min. The mixture was filtered and the filtrate was concentrated in vacuo to afford the title compound (0.48 g,... Starting materials: Cc1cc2c(cc1C)-n1c(n[nH]c1=O)-c1cccnc1N2C(=O)CN1CCN(C)CC1, CN(C)CCCCl, CN(C)C=O, [H-], [Na+], Cc1ccccc1C. Yields the product Cc1cc2c(cc1C)-n1c(nn(CCCN(C)C)c1=O)-c1cccnc1N2C(=O)CN1CCN(C)CC1. RXN SMILES: [CH3:1][c:2]1[cH:3][c:4]2[c:5]([cH:29][c:30]1[CH3:31])[N:6]([C:19]([CH2:20][N:21]1[CH2:22][CH2:23][N:24]([CH3:27])[CH2:25][CH2:26]1)=[O:28])[c:7]1[c:8]([cH:15][cH:16][cH:17][n:18]1)-[c:9]1[n:10]-2[c:11](=[O:14])[nH:12][n:13]1.[CH3:34][N:35]([CH2:36][CH2:37][CH2:38][Cl:39])[CH3:40].[CH3:41][N:42]([CH3:43])[CH:44]=[O:45].[H-:32].[Na+:33].[c:46]1([CH3:47])[c:48]([CH3:49])[cH:50][cH:51][cH:52][cH:53]1>>[CH3:1][c:2]1[cH:3][c:4]2[c:5]([cH:29][c:30]1[CH3:31])[N:6]([C:19]([CH2:20][N:21]1[CH2:22][CH2:23][N:24]([CH3:27])[CH2:25][CH2:26]1)=[O:28])[c:7]1[c:8]([cH:15][cH:16][cH:17][n:18]1)-[c:9]1[n:10]-2[c:11](=[O:14])[n:12]([CH2:38][CH2:37][CH2:36][N:35]([CH3:34])[CH3:40])[n:13]1. Reactants: ClC(Cl)Cl, O=C(O)CCc1ccc(Cl)cc1Cl, CN(C)C=O, O=S(Cl)Cl. Product: O=C(Cl)CCc1ccc(Cl)cc1Cl. As a reaction SMILES: [CH:23]([Cl:24])([Cl:25])[Cl:26].[Cl:1][c:2]1[c:3]([CH2:9][CH2:10][C:11](=[O:12])[OH:13])[cH:4][cH:5][c:6]([Cl:8])[cH:7]1.[O:14]=[CH:15][N:16]([CH3:17])[CH3:18].[S:19]([Cl:20])([Cl:21])=[O:22]>>[Cl:1][c:2]1[c:3]([CH2:9][CH2:10][C:11](=[O:13])[Cl:21])[cH:4][cH:5][c:6]([Cl:8])[cH:7]1. The reactants are C(C)(C)(C)C1=CC=C(C(=O)Cl)C=C1 (4-tert-butylbenzoyl chloride), Cl.Cl.NC=1C=C(C(=O)OC)C=CC1N (methyl 3,4-diaminobenzoate dihydrochloride). The product is NC1=C(C=C(C(=O)OC)C=C1)NC(C1=CC=C(C=C1)C(C)(C)C)=O (Methyl 4-Amino-3-[(4-tert-butylbenzoyl)amino]benzoate). Yield: 44.0%. RXN SMILES: [C:1]([C:5]1[CH:13]=[CH:12][C:8]([C:9](Cl)=[O:10])=[CH:7][CH:6]=1)([CH3:4])([CH3:3])[CH3:2].Cl.Cl.[NH2:16][C:17]1[CH:18]=[C:19]([CH:24]=[CH:25][C:26]=1[NH2:27])[C:20]([O:22][CH3:23])=[O:21]>>[NH2:27][C:26]1[CH:25]=[CH:24][C:19]([C:20]([O:22][CH3:23])=[O:21])=[CH:18][C:17]=1[NH:16][C:9](=[O:10])[C:8]1[CH:12]=[CH:13][C:5]([C:1]([CH3:4])([CH3:3])[CH3:2])=[CH:6][CH:7]=1 |f:1.2.3|. Reported procedure: Using the procedure described in Example 146, Part A, 4-tert-butylbenzoyl chloride (6.00 mmol) was reacted with methyl 3,4-diaminobenzoate dihydrochloride. As the product did not precipitate directly, the reaction mixture was concentrated in vacuo, diluted with ethyl acetate, and washed with saturated aqueous sodium bicarbonate solution. The organic layer was dried (magnesium sulfate), filtered, and concentrated in vacuo to provide 0.885 g (44%) of the title compound as a crystalline solid.